This data is from the Open Reaction Database (ORD), a public repository of structured organic reaction records. The task is: describe an organic reaction: reactants, conditions, products, and yield Starting materials: COc1cccc2c1nc(C(F)F)n2-c1nc(N2CCOCC2)nc(N2CCC(NS(C)(=O)=O)CC2)n1, CI, [K+], [K+], O=C([O-])[O-], CN(C)C=O. The product is COc1cccc2c1nc(C(F)F)n2-c1nc(N2CCOCC2)nc(N2CCC(N(C)S(C)(=O)=O)CC2)n1. As a reaction SMILES: [F:1][CH:2]([c:3]1[n:4][c:5]2[c:6]([n:7]1-[c:8]1[n:9][c:10]([N:20]3[CH2:21][CH2:22][CH:23]([NH:26][S:27](=[O:28])(=[O:29])[CH3:30])[CH2:24][CH2:25]3)[n:11][c:12]([N:14]3[CH2:15][CH2:16][O:17][CH2:18][CH2:19]3)[n:13]1)[cH:31][cH:32][cH:33][c:34]2[O:35][CH3:36])[F:37].[I:38][CH3:39].[K+:40].[K+:41].[O-:42][C:43]([O-:44])=[O:45].[O:46]=[CH:47][N:48]([CH3:49])[CH3:50]>>[F:1][CH:2]([c:3]1[n:4][c:5]2[c:6]([n:7]1-[c:8]1[n:9][c:10]([N:20]3[CH2:21][CH2:22][CH:23]([N:26]([S:27](=[O:28])(=[O:29])[CH3:30])[CH3:43])[CH2:24][CH2:25]3)[n:11][c:12]([N:14]3[CH2:15][CH2:16][O:17][CH2:18][CH2:19]3)[n:13]1)[cH:31][cH:32][cH:33][c:34]2[O:35][CH3:36])[F:37]. Reactants: BrCC(COC1=CC=C(C=C1)CCCCCCCC)CC(=O)[O-] ([1-bromo-3-(4-octylphenoxy)propan-2-yl]acetate), potassium tert-butylate, C(C)(C)(C)OC(=O)C=1NC2=CC=CC=C2C1 (tert-butylindole-2-carboxylate). The solvent is CS(=O)C (DMSO), CS(=O)C (DMSO), [Na+].[Cl-] (NaCl). Reaction conditions: temperature 110 celsius, time 15 minute. Yields the product C(C)(C)(C)OC(=O)C=1N(C2=CC=CC=C2C1)CC(COC1=CC=C(C=C1)CCCCCCCC)OC(C)=O (tert-Butyl-1-[2-acetoxy-3-(4-octylphenoxy)propyl]indole-2-carboxylate). RXN SMILES: [C:1]([O:5][C:6]([C:8]1[NH:9][C:10]2[C:15]([CH:16]=1)=[CH:14][CH:13]=[CH:12][CH:11]=2)=[O:7])([CH3:4])([CH3:3])[CH3:2].BrC[CH:19]([CH2:36]C([O-])=O)[CH2:20][O:21][C:22]1[CH:27]=[CH:26][C:25]([CH2:28][CH2:29][CH2:30][CH2:31][CH2:32][CH2:33][CH2:34][CH3:35])=[CH:24][CH:23]=1>CS(C)=O.[Na+].[Cl-]>[C:1]([O:5][C:6]([C:8]1[N:9]([CH2:36][CH:19]([O:7][C:6](=[O:5])[CH3:8])[CH2:20][O:21][C:22]2[CH:23]=[CH:24][C:25]([CH2:28][CH2:29][CH2:30][CH2:31][CH2:32][CH2:33][CH2:34][CH3:35])=[CH:26][CH:27]=2)[C:10]2[C:15]([CH:16]=1)=[CH:14][CH:13]=[CH:12][CH:11]=2)=[O:7])([CH3:4])([CH3:2])[CH3:3] |f:3.4|. Procedure: 0.325 g (1.50 mmol) tert-butylindole-2-carboxylate is dissolved in 15 ml absolute DMSO, mixed with 0.184 g (1.64 mmol) potassium-tert-butylate and stirred at 110° C. for 15 min. A solution of 0.576 g (1.50 mmol) [1-bromo-3-(4-octylphenoxy)propan-2-yl]acetate in 15 ml absolute DMSO is added drop-wise. Following 30 minutes of heating at 110° C. and subsequent cooling, hydrolysis is carried out in saturated NaCl solution. Four extractions with diethyl ether, combination of the organic phases, conce... Reactants: C(C(C)C)(=O)OC(C(C)C)=O (isobutyric anhydride), C(C1=CC=CC=C1)=O (benzaldehyde), [C-]#N.[Na+] (sodium cyanide), alkanes. Solvent: O (water). Run at temperature 25 celsius. Product: C(C(C)C)(=O)OC(C1=CC=CC=C1)C#N (alpha-cyanobenzyl isobutyrate). Reaction SMILES: [C:1]([O:6][C:7](=[O:11])[CH:8]([CH3:10])[CH3:9])(=O)[CH:2]([CH3:4])[CH3:3].[CH:12](=O)[C:13]1[CH:18]=CC=CC=1.[C-:20]#[N:21].[Na+]>O>[C:7]([O:6][CH:1]([C:20]#[N:21])[C:2]1[CH:4]=[CH:18][CH:13]=[CH:12][CH:3]=1)(=[O:11])[CH:8]([CH3:10])[CH3:9] |f:2.3|. Procedure details: A 100-ml round-bottomed flask equipped with a magnetic stirrer was charged with isobutyric anhydride (10 mmol), benzaldehyde (10 mmol), a mixture of alkanes (25 ml) having a boiling range of from 62° C. to 82° C., sodium cyanide (12 mmol) and water (3 ml). The mixture formed was stirred at a temperature of 25° C. The table presents the yields of the title ester after the reaction times indicated (Embodiment IV).